Dataset: the Open Reaction Database (ORD), a public repository of structured organic reaction records. Task: describe an organic reaction: reactants, conditions, products, and yield The reactants are O=C1CCC(=O)N1Br, CC#N, CC(C)(C)OC(=O)N1CCCN(c2cncc(Cl)c2)CC1. Yields the product CC(C)(C)OC(=O)N1CCCN(c2cnc(Br)c(Cl)c2)CC1. As a reaction SMILES: [Br:22][N:23]1[C:24](=[O:25])[CH2:26][CH2:27][C:28]1=[O:29].[CH3:30][C:31]#[N:32].[Cl:1][c:2]1[cH:3][c:4]([N:8]2[CH2:9][CH2:10][N:11]([C:15](=[O:16])[O:17][C:18]([CH3:19])([CH3:20])[CH3:21])[CH2:12][CH2:13][CH2:14]2)[cH:5][n:6][cH:7]1>>[Cl:1][c:2]1[cH:3][c:4]([N:8]2[CH2:9][CH2:10][N:11]([C:15](=[O:16])[O:17][C:18]([CH3:19])([CH3:20])[CH3:21])[CH2:12][CH2:13][CH2:14]2)[cH:5][n:6][c:7]1[Br:22]. As a reaction SMILES: Cl.Cl.Cl.[O:4]1[C:8]2=[C:9]([N:13]3[CH2:18][CH2:17][N:16]([CH2:19][CH2:20][C@H:21]4[CH2:26][CH2:25][C@H:24]([NH2:27])[CH2:23][CH2:22]4)[CH2:15][CH2:14]3)[N:10]=[CH:11][CH:12]=[C:7]2[CH2:6][CH2:5]1.[O:28]1[CH2:32][CH2:31][CH2:30][CH:29]1[CH2:33][C:34](O)=[O:35]>>[O:4]1[C:8]2=[C:9]([N:13]3[CH2:18][CH2:17][N:16]([CH2:19][CH2:20][C@H:21]4[CH2:26][CH2:25][C@H:24]([NH:27][C:34](=[O:35])[CH2:33][CH:29]5[CH2:30][CH2:31][CH2:32][O:28]5)[CH2:23][CH2:22]4)[CH2:15][CH2:14]3)[N:10]=[CH:11][CH:12]=[C:7]2[CH2:6][CH2:5]1 |f:0.1.2.3|. Reactants: solid, Cl.Cl.Cl.O1CCC=2C1=C(N=CC2)N2CCN(CC2)CC[C@@H]2CC[C@H](CC2)N (trans-4-{2-[4-(2,3-dihydro-furo[2,3-c]pyridin-7-yl)-piperazin-1-yl]-ethyl}-cyclohexylamine trihydrochloride), Cl.Cl.Cl.O1CCC=2C1=C(N=CC2)N2CCN(CC2)CC[C@@H]2CC[C@H](CC2)N (trans-4-{2-[4-(2,3-dihydro-furo[2,3-c]pyridin-7-yl)-piperazin-1-yl]-ethyl}-cyclohexylamine trihydrochloride), O1C(CCC1)CC(=O)O (rac-(tetrahydro-furan-2-yl)-acetic acid). The product is O1CCC=2C1=C(N=CC2)N2CCN(CC2)CC[C@@H]2CC[C@H](CC2)NC(CC2OCCC2)=O (trans-N-(4-{2-[4-(2,3-Dihydro-furo[2,3-c]pyridin-7-yl)-piperazin-1-yl]-ethyl}-cyclohexyl)-2-rac-(tetrahydro-furan-2-yl)-acetamide). Procedure: The title compound, white solid (45 mg, 64%), MS (ISP) m/z=443.5 [(M+H)+], mp 173.5° C., was prepared in accordance with the general method of example 6 from trans-4-{2-[4-(2,3-dihydro-furo[2,3-c]pyridin-7-yl)-piperazin-1-yl]-ethyl}-cyclohexylamine trihydrochloride (intermediate B) (70.4 mg, 0.16 mmol) rac-(tetrahydro-furan-2-yl)-acetic acid. Reactants: CC(=O)O, CCO, CCOC(=O)Nc1ccc(NCc2ccc(F)cc2)nc1N. Product: CC(=O)O, CCOC(=O)Nc1ccc(NCc2ccc(F)cc2)nc1N. RXN SMILES: [CH3:23][C:24]([OH:25])=[O:26].[CH3:27][CH2:28][OH:29].[NH2:1][c:2]1[n:3][c:4]([NH:14][CH2:15][c:16]2[cH:17][cH:18][c:19]([F:22])[cH:20][cH:21]2)[cH:5][cH:6][c:7]1[NH:8][C:9](=[O:10])[O:11][CH2:12][CH3:13]>>[CH3:23][C:24](=[O:25])[OH:26].[NH2:1][c:2]1[n:3][c:4]([NH:14][CH2:15][c:16]2[cH:17][cH:18][c:19]([F:22])[cH:20][cH:21]2)[cH:5][cH:6][c:7]1[NH:8][C:9](=[O:10])[O:11][CH2:12][CH3:13]. The reactants are N(C(=N)N)C([C@@H](C(=O)O)N)SSC[C@@H](C(=O)O)N (guanidino-L-cystine), NCCCN1CCN(CC1)CCCN (1,4-bis(3-aminopropyl)piperazine), C1(CCCCC1)N=C=NC1CCCCC1 (N,N′-dicyclohexylcarbodiimide), ON1C(CCC1=O)=O (N-hyroxysuccinimide). The solvent is O (water), O1CCOCC1 (dioxane). Reaction conditions: time 16 hour. The product is NCCCN1CCN(CC1)CCCN.N(C(=N)N)C([C@@H](C(=O)O)N)SSC[C@@H](C(=O)O)N (Guanidino-L-cystine 1,4-bis(3-aminopropyl)piperazine). Yield: 5.0%. As a reaction SMILES: [NH:1]([CH:5]([S:11][S:12][CH2:13][C@H:14]([NH2:18])[C:15]([OH:17])=[O:16])[C@H:6]([NH2:10])[C:7]([OH:9])=[O:8])[C:2]([NH2:4])=[NH:3].C1(N=C=NC2CCCCC2)CCCCC1.ON1C(=O)CCC1=O.[NH2:42][CH2:43][CH2:44][CH2:45][N:46]1[CH2:51][CH2:50][N:49]([CH2:52][CH2:53][CH2:54][NH2:55])[CH2:48][CH2:47]1>O.O1CCOCC1>[NH2:55][CH2:54][CH2:53][CH2:52][N:49]1[CH2:48][CH2:47][N:46]([CH2:45][CH2:44][CH2:43][NH2:42])[CH2:51][CH2:50]1.[NH:1]([CH:5]([S:11][S:12][CH2:13][C@H:14]([NH2:18])[C:15]([OH:17])=[O:16])[C@H:6]([NH2:10])[C:7]([OH:9])=[O:8])[C:2]([NH2:4])=[NH:3] |f:6.7|. Procedure: To a solution of guanidino-L-cystine (64 mg, 0.2 mmol) in water (10 mL) was slowly added N,N′-dicyclohexylcarbodiimide (82 mg, 0.4 mmol) and N-hyroxysuccinimide (46 mg, 0.4 mmol) in dioxane (5 mL). After 16 hr, the solution was filtered through a cotton plug and 1,4-bis(3-aminopropyl)piperazine (40 μL, 0.2 mmol) was added. The reaction was allowed to stir at room temperature for 16 h and then the aqueous solution was dialyzed in a 15,000 MW cutoff tubing against water (2×2 l) for 24 h. The solut... The reactants are ClC1=NC2=CC=C(C=C2N=C1C1=CC=C(C=C1)F)C(=O)OC (methyl 2-chloro-3-(4-fluorophenyl)quinoxaline-6-carboxylate), N1=C(C=CC=C1)N1CCNCC1 (1-(pyridin-2-yl)piperazine), C([O-])([O-])=O.[K+].[K+] (potassium carbonate). Run in CN(C=O)C (N,N-dimethylformamide). Reaction conditions: temperature 100 celsius, time 8 hour. Product: FC1=CC=C(C=C1)C=1C(=NC2=CC=C(C=C2N1)C(=O)OC)N1CCN(CC1)C1=NC=CC=C1 (Methyl 3-(4-fluorophenyl)-2-(4-(pyridin-2-yl)piperazin-1-yl)quinoxaline-6-carboxylate). As a reaction SMILES: Cl[C:2]1[C:11]([C:12]2[CH:17]=[CH:16][C:15]([F:18])=[CH:14][CH:13]=2)=[N:10][C:9]2[C:4](=[CH:5][CH:6]=[C:7]([C:19]([O:21][CH3:22])=[O:20])[CH:8]=2)[N:3]=1.[N:23]1[CH:28]=[CH:27][CH:26]=[CH:25][C:24]=1[N:29]1[CH2:34][CH2:33][NH:32][CH2:31][CH2:30]1.C(=O)([O-])[O-].[K+].[K+]>CN(C)C=O>[F:18][C:15]1[CH:16]=[CH:17][C:12]([C:11]2[C:2]([N:32]3[CH2:33][CH2:34][N:29]([C:24]4[CH:25]=[CH:26][CH:27]=[CH:28][N:23]=4)[CH2:30][CH2:31]3)=[N:3][C:4]3[C:9]([N:10]=2)=[CH:8][C:7]([C:19]([O:21][CH3:22])=[O:20])=[CH:6][CH:5]=3)=[CH:13][CH:14]=1 |f:2.3.4|. Reported procedure: Into a 8-mL sealed tube, was placed methyl 2-chloro-3-(4-fluorophenyl)quinoxaline-6-carboxylate (200 mg, 0.63 mmol, 1.00 equiv), 1-(pyridin-2-yl)piperazine (207 mg, 1.27 mmol, 2.00 equiv), potassium carbonate (436.7 mg, 3.16 mmol, 5.00 equiv), N,N-dimethylformamide (4 mL). The resulting solution was stirred overnight at 100° C. in an oil bath. The reaction was then quenched by the addition of water. The resulting solution was extracted with 5×50 mL of dichloromethane and the organic layers combi... Starting materials: C(C)C=1C=C(C=CC1CO)C(C)=O (1-(3-ethyl-4-hydroxymethyl-phenyl)-ethanone), C1(CCCCC1)C1=C(C=C(CON)C=C1)C(F)(F)F (O-(4-cyclohexyl-3-trifluoromethyl-benzyl)-hydroxylamine), C(C)(=O)O (acetic acid). The solvent is CO (methanol). Reaction conditions: time 12 hour. The product is C1(CCCCC1)C1=C(C=C(CON=C(C)C2=CC(=C(C=C2)CO)CC)C=C1)C(F)(F)F (1-(3-ethyl-4-hydroxymethyl-phenyl)-ethanone O-(4-cyclohexyl-3-trifluoromethyl-benzyl)-oxime). As a reaction SMILES: [CH2:1]([C:3]1[CH:4]=[C:5]([C:11](=O)[CH3:12])[CH:6]=[CH:7][C:8]=1[CH2:9][OH:10])[CH3:2].[CH:14]1([C:20]2[CH:28]=[CH:27][C:23]([CH2:24][O:25][NH2:26])=[CH:22][C:21]=2[C:29]([F:32])([F:31])[F:30])[CH2:19][CH2:18][CH2:17][CH2:16][CH2:15]1.C(O)(=O)C>CO>[CH:14]1([C:20]2[CH:28]=[CH:27][C:23]([CH2:24][O:25][N:26]=[C:11]([C:5]3[CH:6]=[CH:7][C:8]([CH2:9][OH:10])=[C:3]([CH2:1][CH3:2])[CH:4]=3)[CH3:12])=[CH:22][C:21]=2[C:29]([F:30])([F:31])[F:32])[CH2:15][CH2:16][CH2:17][CH2:18][CH2:19]1. Reported procedure: To a solution of 1-(3-ethyl-4-hydroxymethyl-phenyl)-ethanone (1 eq) in methanol is added O-(4-cyclohexyl-3-trifluoromethyl-benzyl)-hydroxylamine (1 eq) followed by the addition of acetic acid (0.05 eq). The mixture is stirred at room temperature for 12 hours. After concentration, the residue is purified by column chromatography (30% EtOAc in hexane) to give 1-(3-ethyl-4-hydroxymethyl-phenyl)-ethanone O-(4-cyclohexyl-3-trifluoromethyl-benzyl)-oxime as an oil [MS: (ES+) 434.2 (M+1)+]. Starting materials: CCCCc1nc(CCCC)n(Cc2ccc(-c3ccccc3C(=O)OCC)nc2)n1, [Na+], [OH-], O. Yields the product CCCCc1nc(CCCC)n(Cc2ccc(-c3ccccc3C(=O)O)nc2)n1. Reaction SMILES: [CH2:1]([CH2:2][CH2:3][CH3:4])[c:5]1[n:6][n:7]([CH2:14][c:15]2[cH:16][cH:17][c:18](-[c:21]3[c:22]([C:23](=[O:24])[O:25][CH2:26][CH3:27])[cH:28][cH:29][cH:30][cH:31]3)[n:19][cH:20]2)[c:8]([CH2:10][CH2:11][CH2:12][CH3:13])[n:9]1.[Na+:33].[OH-:32].[OH2:34]>>[CH2:1]([CH2:2][CH2:3][CH3:4])[c:5]1[n:6][n:7]([CH2:14][c:15]2[cH:16][cH:17][c:18](-[c:21]3[c:22]([C:23](=[O:24])[OH:25])[cH:28][cH:29][cH:30][cH:31]3)[n:19][cH:20]2)[c:8]([CH2:10][CH2:11][CH2:12][CH3:13])[n:9]1. The reactants are [Al+3], C1CCOC1, [H-], [H-], [H-], [H-], [Li+], [Na+], [OH-], O, CC(C)(C)OC(=O)N1CCCC(CO)C1. Product: CN1CCCC(CO)C1. As a reaction SMILES: [Al+3:2].[CH2:25]1[O:26][CH2:27][CH2:28][CH2:29]1.[H-:1].[H-:4].[H-:5].[H-:6].[Li+:3].[Na+:23].[OH-:22].[OH2:24].[OH:7][CH2:8][CH:9]1[CH2:10][N:11]([C:15]([O:16][C:17]([CH3:18])([CH3:19])[CH3:20])=[O:21])[CH2:12][CH2:13][CH2:14]1>>[OH:7][CH2:8][CH:9]1[CH2:10][N:11]([CH3:15])[CH2:12][CH2:13][CH2:14]1. Starting materials: C(C)N(CCN(C(OC(C)(C)C)=O)[C@H]1CN(CC1)C1=CC=C(C=C1)[N+](=O)[O-])CC (tert-Butyl (2-diethylaminoethyl)-[(R)-1-(4-nitrophenyl)pyrrolidin-3-yl]carbamate), FC(C(=O)O)(F)F (trifluoroacetic acid). Yields the product C(C)N(CCN[C@H]1CN(CC1)C1=CC=C(C=C1)[N+](=O)[O-])CC (N,N-Diethyl-N′-[(R)-1-(4-nitrophenyl)pyrrolidin-3-yl]ethane-1,2-diamine). Reaction SMILES: [CH2:1]([N:3]([CH2:28][CH3:29])[CH2:4][CH2:5][N:6]([C@@H:14]1[CH2:18][CH2:17][N:16]([C:19]2[CH:24]=[CH:23][C:22]([N+:25]([O-:27])=[O:26])=[CH:21][CH:20]=2)[CH2:15]1)C(=O)OC(C)(C)C)[CH3:2].FC(F)(F)C(O)=O>>[CH2:28]([N:3]([CH2:1][CH3:2])[CH2:4][CH2:5][NH:6][C@@H:14]1[CH2:18][CH2:17][N:16]([C:19]2[CH:24]=[CH:23][C:22]([N+:25]([O-:27])=[O:26])=[CH:21][CH:20]=2)[CH2:15]1)[CH3:29]. Procedure details: tert-Butyl (2-diethylaminoethyl)-[(R)-1-(4-nitrophenyl)pyrrolidin-3-yl]carbamate (7.9 g) was reacted with trifluoroacetic acid by method G. This resulted in the product with the molecular weight of 306.41 (C16H26N4O2); MS (ESI): 307 (M+H+). Reactants: FC(C1=CC(=NC=2N1N=CC2C(=O)O)C2=CC=C(C=C2)C(F)(F)F)(F)F (7-trifluoromethyl-5-(4-trifluoromethyl-phenyl)-pyrazolo[1,5-a]pyrimidine-3-carboxylic acid), CC=1N=C(SC1S(=O)(=O)N1CCN(CC1)C)N (4-Methyl-5-(4-methyl-piperazine-1-sulfonyl)-thiazol-2-ylamine). Product: CC=1N=C(SC1S(=O)(=O)N1CCN(CC1)C)NC(=O)C=1C=NN2C1N=C(C=C2C(F)(F)F)C2=CC=C(C=C2)C(F)(F)F (7-Trifluoromethyl-5-(4-trifluoromethyl-phenyl)-pyrazolo[1,5-a]pyrimidine-3-carboxylic acid [4-methyl-5-(4-methyl-piperazine-1-sulfonyl)-thiazol-2-yl]-amide). RXN SMILES: [F:1][C:2]([F:26])([F:25])[C:3]1[N:8]2[N:9]=[CH:10][C:11]([C:12](O)=[O:13])=[C:7]2[N:6]=[C:5]([C:15]2[CH:20]=[CH:19][C:18]([C:21]([F:24])([F:23])[F:22])=[CH:17][CH:16]=2)[CH:4]=1.[CH3:27][C:28]1[N:29]=[C:30]([NH2:43])[S:31][C:32]=1[S:33]([N:36]1[CH2:41][CH2:40][N:39]([CH3:42])[CH2:38][CH2:37]1)(=[O:35])=[O:34]>>[CH3:27][C:28]1[N:29]=[C:30]([NH:43][C:12]([C:11]2[CH:10]=[N:9][N:8]3[C:3]([C:2]([F:26])([F:25])[F:1])=[CH:4][C:5]([C:15]4[CH:20]=[CH:19][C:18]([C:21]([F:24])([F:22])[F:23])=[CH:17][CH:16]=4)=[N:6][C:7]=23)=[O:13])[S:31][C:32]=1[S:33]([N:36]1[CH2:41][CH2:40][N:39]([CH3:42])[CH2:38][CH2:37]1)(=[O:35])=[O:34]. Reported procedure: The title compound was prepared from 7-trifluoromethyl-5-(4-trifluoromethyl-phenyl)-pyrazolo[1,5-a]pyrimidine-3-carboxylic acid (example C.1) and 4-methyl-5-(4-methyl-piperazine-1-sulfonyl)-thiazol-2-ylamine (example B.19) according to general procedure II. Yellow solid. MS (ISP) 634.1 [(M+H)+]; mp 273° C.